This data is from the Open Reaction Database (ORD), a public repository of structured organic reaction records. The task is: describe an organic reaction: reactants, conditions, products, and yield Starting materials: C(C)O\C(\C(=O)O)=C/C1=C(C=C(C=C1)OCCC=1N=C(OC1C)C1=CC=CC=C1)C (2Z-ethoxy-3-{2-methyl-4-[2-(5-methyl-2-phenyl-oxazol-4-yl)-ethoxy]-phenyl}-acrylic acid). The reagents and catalysts are [Pd] (Pd/C). The solvent is CO (MeOH). The product is C(C)OC(C(=O)O)CC1=C(C=C(C=C1)OCCC=1N=C(OC1C)C1=CC=CC=C1)C ([rac]-2-Ethoxy-3-{2-methyl-4-[2-(5-methyl-2-phenyl-oxazol-4-yl)-ethoxy]-phenyl}-propionic acid). Isolated yield 88.6%. As a reaction SMILES: [CH2:1]([O:3]/[C:4](=[CH:8]\[C:9]1[CH:14]=[CH:13][C:12]([O:15][CH2:16][CH2:17][C:18]2[N:19]=[C:20]([C:24]3[CH:29]=[CH:28][CH:27]=[CH:26][CH:25]=3)[O:21][C:22]=2[CH3:23])=[CH:11][C:10]=1[CH3:30])/[C:5]([OH:7])=[O:6])[CH3:2]>CO.[Pd]>[CH2:1]([O:3][CH:4]([CH2:8][C:9]1[CH:14]=[CH:13][C:12]([O:15][CH2:16][CH2:17][C:18]2[N:19]=[C:20]([C:24]3[CH:25]=[CH:26][CH:27]=[CH:28][CH:29]=3)[O:21][C:22]=2[CH3:23])=[CH:11][C:10]=1[CH3:30])[C:5]([OH:7])=[O:6])[CH3:2]. Reported procedure: A suspension of 100 mg of 2Z-ethoxy-3-{2-methyl-4-[2-(5-methyl-2-phenyl-oxazol-4-yl)-ethoxy]-phenyl}-acrylic acid and 26 mg of Pd/C (10%) in 2 ml of MeOH was hydrogenated at 22° C./1 bar for 2 d. The suspension was filtered, the filtrate evaporated and dried to give 89 mg (89%) of the title compound as a pale yellow solid. Reactants: ClC1=NC=CC(=C1)C#C[Si](C)(C)C (2-chloro-4-trimethylsilanylethynyl-pyridine), FC1=CC=C(C=C1)N1C(=NC(=C1)I)C(C)C (1-(4-fluoro-phenyl)-4-iodo-2-isopropyl-1H-imidazole), C(\C=C\C(=O)O)(=O)O (fumaric acid). Run in CO (methanol). Product: C(\C=C\C(=O)O)(=O)O.ClC1=NC=CC(=C1)C#CC=1N=C(N(C1)C1=CC=C(C=C1)F)C(C)C (2-Chloro-4-[1-(4-fluoro-phenyl)-2-isopropyl-1H-imidazol-4-ylethynyl]-pyridine fumarate). Reaction SMILES: [Cl:1][C:2]1[CH:7]=[C:6]([C:8]#[C:9][Si](C)(C)C)[CH:5]=[CH:4][N:3]=1.[F:14][C:15]1[CH:20]=[CH:19][C:18]([N:21]2[CH:25]=[C:24](I)[N:23]=[C:22]2[CH:27]([CH3:29])[CH3:28])=[CH:17][CH:16]=1.[C:30]([OH:37])(=[O:36])/[CH:31]=[CH:32]/[C:33]([OH:35])=[O:34]>CO>[C:30]([OH:37])(=[O:36])/[CH:31]=[CH:32]/[C:33]([OH:35])=[O:34].[Cl:1][C:2]1[CH:7]=[C:6]([C:8]#[C:9][C:24]2[N:23]=[C:22]([CH:27]([CH3:29])[CH3:28])[N:21]([C:18]3[CH:19]=[CH:20][C:15]([F:14])=[CH:16][CH:17]=3)[CH:25]=2)[CH:5]=[CH:4][N:3]=1 |f:4.5|. Reported procedure: The title compound, MS: m/e=340.1 (M+H+), was prepared in accordance with the general method of example B, step 2, from 2-chloro-4-trimethylsilanylethynyl-pyridine and 1-(4-fluoro-phenyl)-4-iodo-2-isopropyl-1H-imidazole and crystallization from methanol and 1.05 eq fumaric acid.